Dataset: the Open Reaction Database (ORD), a public repository of structured organic reaction records. Task: describe an organic reaction: reactants, conditions, products, and yield The reactants are ClCCNC(=O)N(C1[C@H](O)[C@H](O)[C@@H](O)[C@@H](O1)C)CCCC (1-(2-chloroethyl)-3-n-butyl-3-L-rhamnopyranosylurea), C([O-])([O-])=O.[Na+].[Na+] (sodium carbonate), [N+](=O)([N+](=O)[O-])[O-] (nitrogen tetroxide). The solvent is O1CCCC1 (tetrahydrofuran), C(Cl)Cl (methylene chloride). The product is ClCCN(C(=O)N(C1[C@H](O)[C@H](O)[C@@H](O)[C@@H](O1)C)CCCC)N=O (1-(2-chloroethyl)-1-nitroso-3-n-butyl-3-L-rhamnopyranosylurea). The yield is 100.4%. As a reaction SMILES: [Cl:1][CH2:2][CH2:3][NH:4][C:5]([N:7]([CH2:18][CH2:19][CH2:20][CH3:21])[CH:8]1[O:16][C@@H:15]([CH3:17])[C@H:13]([OH:14])[C@@H:11]([OH:12])[C@H:9]1[OH:10])=[O:6].C(=O)([O-])[O-].[Na+].[Na+].[N+:28]([O-])([N+]([O-])=O)=[O:29]>O1CCCC1.C(Cl)Cl>[Cl:1][CH2:2][CH2:3][N:4]([N:28]=[O:29])[C:5]([N:7]([CH2:18][CH2:19][CH2:20][CH3:21])[CH:8]1[O:16][C@@H:15]([CH3:17])[C@H:13]([OH:14])[C@@H:11]([OH:12])[C@H:9]1[OH:10])=[O:6] |f:1.2.3|. Procedure: 3.2 g of 1-(2-chloroethyl)-3-n-butyl-3-L-rhamnopyranosylurea are dissolved in a mixture of 60 ml of tetrahydrofuran and 60 ml of methylene chloride, and 15 g of sodium carbonate are added thereto. 5 g of nitrogen tetroxide gas are introduced into the mixture for 10 minutes under ice-cooling. The mixture is treated in the same manner as described in Example 2. 3.5 g of 1-(2-chloroethyl)-1-nitroso-3-n-butyl-3-L-rhamnopyranosylurea are thereby obtained as yellow caramel. Starting materials: BrC1=CC2=C(OCC(N2)=O)N=C1 (7-bromo-1H-pyrido[2,3-b][1,4]oxazin-2-one), C1(=CC=CC=C1)B(O)O (phenyl boronic acid), C1(=CC=CC=C1)P(C1=CC=CC=C1)C1=CC=CC=C1 (triphenylphosphine), C([O-])([O-])=O.[K+].[K+] (potassium carbonate). Reagents/catalysts: C(C)(=O)[O-].[Pd+2].C(C)(=O)[O-] (palladium acetate). The solvent is C(C)#N (acetonitrile), O (water). The product is C1(=CC=CC=C1)C1=CC2=C(OCC(N2)=O)N=C1 (7-phenyl-1H-pyrido[2,3-b][1,4]oxazin-2-one). Isolated yield 44.2%. Reaction SMILES: Br[C:2]1[CH:12]=[N:11][C:5]2[O:6][CH2:7][C:8](=[O:10])[NH:9][C:4]=2[CH:3]=1.[C:13]1(B(O)O)[CH:18]=[CH:17][CH:16]=[CH:15][CH:14]=1.C1(P(C2C=CC=CC=2)C2C=CC=CC=2)C=CC=CC=1.C(=O)([O-])[O-].[K+].[K+]>C(#N)C.O.C([O-])(=O)C.[Pd+2].C([O-])(=O)C>[C:13]1([C:2]2[CH:12]=[N:11][C:5]3[O:6][CH2:7][C:8](=[O:10])[NH:9][C:4]=3[CH:3]=2)[CH:18]=[CH:17][CH:16]=[CH:15][CH:14]=1 |f:3.4.5,8.9.10|. Reported procedure: To a 10 ml flask equipped with refluxing apparatus, 7-bromo-1H-pyrido[2,3-b][1,4]oxazin-2-one (48 mg, 0.21 mmol), phenyl boronic acid (PhB(OH)2, 28 mg, 0.23 mmol), triphenylphosphine (PPh3, 11 mg, 0.04 mmol), palladium acetate (Pd(OAc)2, 5 mg, 0.02 mmol), potassium carbonate (44 mg, 0.31 mmol) were dissolved in acetonitrile (1.6 ml) and water (0.4 ml). The mixture was heated to 90□ and then refluxed for 15 hours. The mixture was evaporated and water was added, and then the mixture was extracted ... Reactants: FC1=C(C=C(C=C1)C(F)(F)F)N=C=O (2-fluoro-5-trifluoromethylphenyl isocyanate), C1(CCCC1)CCC(=O)NC=1NC=C(C1C(=O)N)C1=CC=C(C=C1)N (2-(3-cyclo-pentylpropionylamino)-4-(4-aminophenyl)-1H-pyrrole-3-carboxamide). The solvent is O1CCCC1 (tetrahydrofuran). Run at temperature 25 celsius, time 48 hour. Yields the product C1(CCCC1)CCC(=O)NC=1NC=C(C1C(=O)N)C1=CC=C(C=C1)NC(=O)NC1=C(C=CC(=C1)C(F)(F)F)F (2-(3-cyclopentylpropionylamino)-4-{4-[3-(2-fluoro-5-trifluoromethylphenyl)-ureido]phenyl}-1H-pyrrole-3-carboxamide). Yield: 17.6%. Reaction SMILES: [F:1][C:2]1[CH:7]=[CH:6][C:5]([C:8]([F:11])([F:10])[F:9])=[CH:4][C:3]=1[N:12]=[C:13]=[O:14].[CH:15]1([CH2:20][CH2:21][C:22]([NH:24][C:25]2[NH:26][CH:27]=[C:28]([C:33]3[CH:38]=[CH:37][C:36]([NH2:39])=[CH:35][CH:34]=3)[C:29]=2[C:30]([NH2:32])=[O:31])=[O:23])[CH2:19][CH2:18][CH2:17][CH2:16]1>O1CCCC1>[CH:15]1([CH2:20][CH2:21][C:22]([NH:24][C:25]2[NH:26][CH:27]=[C:28]([C:33]3[CH:34]=[CH:35][C:36]([NH:39][C:13]([NH:12][C:3]4[CH:4]=[C:5]([C:8]([F:11])([F:10])[F:9])[CH:6]=[CH:7][C:2]=4[F:1])=[O:14])=[CH:37][CH:38]=3)[C:29]=2[C:30]([NH2:32])=[O:31])=[O:23])[CH2:19][CH2:18][CH2:17][CH2:16]1. Procedure: 0.072 cm3 (0.50 mmol) of 2-fluoro-5-trifluoromethylphenyl isocyanate is added at a temperature in the region of 25° C. to 0.170 g (0.50 mmol) of 2-(3-cyclo-pentylpropionylamino)-4-(4-aminophenyl)-1H-pyrrole-3-carboxamide in solution in 20 cm3 of tetrahydrofuran. After stirring for 48 hours at a temperature in the region of 25° C., the reaction mixture is concentrated to dryness under reduced pressure (2.7 kPa). The residue is then diluted in 50 cm3 of ethyl acetate and then washed with 50 cm3 of... Reactants: C(C)[Mg]Br (ethylmagnesium bromide), C([O-])(O)=O.[Na+] (sodium bicarbonate), N1C=CC2=CC=CC=C12 (Indole), Cl.ClCC=1C=C(OCC2=NC3=CC=CC=C3C=C2)C=CC1 (2-(3-Chloromethyl-phenoxymethyl)-quinoline hydrochloride). The solvent is O1CCCC1 (tetrahydrofuran), C(C)OCC (ethyl ether). Reaction conditions: temperature 65 celsius. Product: N1C=C(C2=CC=CC=C12)CC=1C=C(OCC2=NC3=CC=CC=C3C=C2)C=CC1 (2-[3-(1H-Indol-3-ylmethyl)-phenoxymethyl]-quinoline). As a reaction SMILES: [NH:1]1[C:9]2[C:4](=[CH:5][CH:6]=[CH:7][CH:8]=2)[CH:3]=[CH:2]1.C([Mg]Br)C.Cl.Cl[CH2:16][C:17]1[CH:18]=[C:19]([CH:32]=[CH:33][CH:34]=1)[O:20][CH2:21][C:22]1[CH:31]=[CH:30][C:29]2[C:24](=[CH:25][CH:26]=[CH:27][CH:28]=2)[N:23]=1.C(=O)(O)[O-].[Na+]>O1CCCC1.C(OCC)C>[NH:1]1[C:9]2[C:4](=[CH:5][CH:6]=[CH:7][CH:8]=2)[C:3]([CH2:16][C:17]2[CH:18]=[C:19]([CH:32]=[CH:33][CH:34]=2)[O:20][CH2:21][C:22]2[CH:31]=[CH:30][C:29]3[C:24](=[CH:25][CH:26]=[CH:27][CH:28]=3)[N:23]=2)=[CH:2]1 |f:2.3,4.5|. Procedure: Indole (230 mg, 2.0 mmol) is dissolved in tetrahydrofuran (3 mL) and ethylmagnesium bromide (1 M, 2.0 mL, 2.0 mmol) is added and the reaction is heated for 2 h at 65° C. The free base of 2-(3-chloromethyl-phenoxymethyl)-quinoline hydrochloride (400 mg, 1.2 mmol, example 49) is prepard by partioning the material between ethyl ether and sodium bicarbonate and drying the organic phase with magnesium sulfate. This free base is dissolved in tetrahydrofuran (2 mL) and is added to the cooled indole/Gri... Starting materials: CCc1cnc(N(CCc2csc(SC(C)(C)C(=O)C(C)(C)C)n2)Cc2ccc(C(=O)OC)cc2)nc1, CO, [Na+], C1CCOC1, [OH-], O=C(O)CC(O)(CC(=O)O)C(=O)O. The product is CCc1cnc(N(CCc2csc(SC(C)(C)C(=O)C(C)(C)C)n2)Cc2ccc(C(=O)O)cc2)nc1. As a reaction SMILES: [CH3:1][O:2][C:3]([c:4]1[cH:5][cH:6][c:7]([CH2:10][N:11]([c:12]2[n:13][cH:14][c:15]([CH2:18][CH3:19])[cH:16][n:17]2)[CH2:20][CH2:21][c:22]2[n:23][c:24]([S:27][C:28]([C:29](=[O:30])[C:31]([CH3:32])([CH3:33])[CH3:34])([CH3:35])[CH3:36])[s:25][cH:26]2)[cH:8][cH:9]1)=[O:37].[CH3:53][OH:54].[Na+:39].[O:55]1[CH2:56][CH2:57][CH2:58][CH2:59]1.[OH-:38].[OH:40][C:41]([CH2:42][C:43]([C:44](=[O:45])[OH:46])([CH2:47][C:48](=[O:49])[OH:50])[OH:51])=[O:52]>>[O:2]=[C:3]([c:4]1[cH:5][cH:6][c:7]([CH2:10][N:11]([c:12]2[n:13][cH:14][c:15]([CH2:18][CH3:19])[cH:16][n:17]2)[CH2:20][CH2:21][c:22]2[n:23][c:24]([S:27][C:28]([C:29](=[O:30])[C:31]([CH3:32])([CH3:33])[CH3:34])([CH3:35])[CH3:36])[s:25][cH:26]2)[cH:8][cH:9]1)[OH:37]. The product is O=C1CC(S)CN1Cc1ccc(S(=O)c2ccccc2)cc1. Starting materials: CC(=O)SC1CC(=O)N(Cc2ccc(S(=O)c3ccccc3)cc2)C1, CC(=O)Cl. As a reaction SMILES: [C:1](=[O:2])([CH3:3])[S:4][CH:5]1[CH2:6][C:7](=[O:25])[N:8]([CH2:10][c:11]2[cH:12][cH:13][c:14]([S:17](=[O:18])[c:19]3[cH:20][cH:21][cH:22][cH:23][cH:24]3)[cH:15][cH:16]2)[CH2:9]1.[CH3:26][C:27](=[O:28])[Cl:29]>>[SH:4][CH:5]1[CH2:6][C:7](=[O:25])[N:8]([CH2:10][c:11]2[cH:12][cH:13][c:14]([S:17](=[O:18])[c:19]3[cH:20][cH:21][cH:22][cH:23][cH:24]3)[cH:15][cH:16]2)[CH2:9]1.